Dataset: the Open Reaction Database (ORD), a public repository of structured organic reaction records. Task: describe an organic reaction: reactants, conditions, products, and yield Product: CS(=O)(=O)c1ccc(OC2CCC(=O)CC2)cc1. As a reaction SMILES: [C:18]([OH:19])(=[O:20])[O-:21].[CH2:23]([Cl:24])[Cl:25].[CH3:1][S:2][c:3]1[cH:4][cH:5][c:6]([O:7][CH:8]2[CH2:9][CH2:10][C:11](=[O:14])[CH2:12][CH2:13]2)[cH:15][cH:16]1.[Na+:22].[OH2:17]>>[CH3:1][S:2]([c:3]1[cH:4][cH:5][c:6]([O:7][CH:8]2[CH2:9][CH2:10][C:11](=[O:14])[CH2:12][CH2:13]2)[cH:15][cH:16]1)(=[O:17])=[O:19]. Starting materials: O=C([O-])O, ClCCl, CSc1ccc(OC2CCC(=O)CC2)cc1, [Na+], O. Starting materials: COCCNS(=O)(=O)c1ccc(N)cc1, CCOC(C)=O, CCC(C)O, N#Cc1cnc(Cl)nc1NC1CC1. Yields the product COCCNS(=O)(=O)c1ccc(Nc2ncc(C#N)c(NC3CC3)n2)cc1. RXN SMILES: [CH3:14][O:15][CH2:16][CH2:17][NH:18][S:19](=[O:20])(=[O:21])[c:22]1[cH:23][cH:24][c:25]([NH2:26])[cH:27][cH:28]1.[CH3:29][CH2:30][O:31][C:32](=[O:33])[CH3:34].[CH3:35][CH:36]([OH:37])[CH2:38][CH3:39].[Cl:1][c:2]1[n:3][cH:4][c:5]([C:12]#[N:13])[c:6]([NH:8][CH:9]2[CH2:10][CH2:11]2)[n:7]1>>[c:2]1([NH:26][c:25]2[cH:24][cH:23][c:22]([S:19]([NH:18][CH2:17][CH2:16][O:15][CH3:14])(=[O:20])=[O:21])[cH:28][cH:27]2)[n:3][cH:4][c:5]([C:12]#[N:13])[c:6]([NH:8][CH:9]2[CH2:10][CH2:11]2)[n:7]1. Starting materials: CC(=O)[O-], CC(=O)[O-], Cc1ccccc1B(O)O, CC1Cc2cccc(Cl)c2C1=O, [Na+], [Na+], O=C([O-])[O-], O, [Pd+2]. The product is Cc1ccccc1-c1cccc2c1C(=O)C(C)C2. As a reaction SMILES: [C:29]([O-:30])(=[O:31])[CH3:32].[C:34]([O-:35])(=[O:36])[CH3:37].[CH3:13][c:14]1[c:15]([B:20]([OH:21])[OH:22])[cH:16][cH:17][cH:18][cH:19]1.[Cl:1][c:2]1[cH:3][cH:4][cH:5][c:6]2[c:10]1[C:9](=[O:11])[CH:8]([CH3:12])[CH2:7]2.[Na+:23].[Na+:24].[O-:25][C:26](=[O:27])[O-:28].[OH2:38].[Pd+2:33]>>[c:2]1(-[c:15]2[c:14]([CH3:13])[cH:19][cH:18][cH:17][cH:16]2)[cH:3][cH:4][cH:5][c:6]2[c:10]1[C:9](=[O:11])[CH:8]([CH3:12])[CH2:7]2.